From a dataset of the Open Reaction Database (ORD), a public repository of structured organic reaction records. describe an organic reaction: reactants, conditions, products, and yield Reactants: Cc1cc(-c2cccc(C(=O)CC(=O)Nc3cc(C)c(N4CCCC4)cc3NC(=O)OC(C)(C)C)c2)on1, ClCCl, O=C(O)C(F)(F)F. The product is Cc1cc(-c2cccc(C3=Nc4cc(N5CCCC5)c(C)cc4NC(=O)C3)c2)on1. Reaction SMILES: [C:1]([O:2][C:3](=[O:4])[NH:7][c:8]1[c:9]([NH:20][C:21]([CH2:22][C:23](=[O:5])[c:25]2[cH:26][c:27](-[c:31]3[cH:32][c:33]([CH3:36])[n:34][o:35]3)[cH:28][cH:29][cH:30]2)=[O:37])[cH:10][c:11]([CH3:19])[c:12]([N:14]2[CH2:15][CH2:16][CH2:17][CH2:18]2)[cH:13]1)([CH3:6])([CH3:24])[CH3:38].[Cl:46][CH2:47][Cl:48].[F:39][C:40]([F:41])([F:42])[C:43]([OH:44])=[O:45]>>[N:7]1=[C:23]([c:25]2[cH:26][c:27](-[c:31]3[cH:32][c:33]([CH3:36])[n:34][o:35]3)[cH:28][cH:29][cH:30]2)[CH2:22][C:21](=[O:37])[NH:20][c:9]2[c:8]1[cH:13][c:12]([N:14]1[CH2:15][CH2:16][CH2:17][CH2:18]1)[c:11]([CH3:19])[cH:10]2. Reactants: CC(C)(C)OCC1C(=O)NC2(CC2)C(=O)N1Cc1ccccc1, ClC(Cl)Cl, O=C(O)C(F)(F)F. The product is O=C1NC2(CC2)C(=O)N(Cc2ccccc2)C1CO. As a reaction SMILES: [CH2:8]([c:9]1[cH:10][cH:11][cH:12][cH:13][cH:14]1)[N:15]1[CH:16]([CH2:25][O:26][C:27]([CH3:28])([CH3:29])[CH3:30])[C:17](=[O:24])[NH:18][C:19]2([CH2:20][CH2:21]2)[C:22]1=[O:23].[CH:31]([Cl:32])([Cl:33])[Cl:34].[OH:1][C:2]([C:3]([F:4])([F:5])[F:6])=[O:7]>>[CH2:8]([c:9]1[cH:10][cH:11][cH:12][cH:13][cH:14]1)[N:15]1[CH:16]([CH2:25][OH:26])[C:17](=[O:24])[NH:18][C:19]2([CH2:20][CH2:21]2)[C:22]1=[O:23]. Reactants: COc1cc2c(Oc3cccc(NC(=O)Nc4cc(C(C)(C)C)on4)c3)ncnc2cc1OCCCCl, CCCC[N+](CCCC)(CCCC)CCCC, CN1CCNCC1, CCN(C(C)C)C(C)C, [I-], CN(C)C=O. Product: COc1cc2c(Oc3cccc(NC(=O)Nc4cc(C(C)(C)C)on4)c3)ncnc2cc1OCCCN1CCN(C)CC1. RXN SMILES: [C:1]([CH3:2])([CH3:3])([CH3:4])[c:5]1[cH:6][c:7]([NH:10][C:11](=[O:12])[NH:13][c:14]2[cH:15][c:16]([O:20][c:21]3[n:22][cH:23][n:24][c:25]4[cH:26][c:27]([O:33][CH2:34][CH2:35][CH2:36][Cl:37])[c:28]([O:31][CH3:32])[cH:29][c:30]34)[cH:17][cH:18][cH:19]2)[n:8][o:9]1.[CH2:60]([N+:61]([CH2:62][CH2:63][CH2:64][CH3:65])([CH2:66][CH2:67][CH2:68][CH3:69])[CH2:70][CH2:71][CH2:72][CH3:73])[CH2:74][CH2:75][CH3:76].[CH3:38][N:39]1[CH2:40][CH2:41][NH:42][CH2:43][CH2:44]1.[CH:45]([N:46]([CH:47]([CH3:48])[CH3:49])[CH2:50][CH3:51])([CH3:52])[CH3:53].[I-:59].[O:54]=[CH:55][N:56]([CH3:57])[CH3:58]>>[C:1]([CH3:2])([CH3:3])([CH3:4])[c:5]1[cH:6][c:7]([NH:10][C:11](=[O:12])[NH:13][c:14]2[cH:15][c:16]([O:20][c:21]3[n:22][cH:23][n:24][c:25]4[cH:26][c:27]([O:33][CH2:34][CH2:35][CH2:36][N:42]5[CH2:41][CH2:40][N:39]([CH3:38])[CH2:44][CH2:43]5)[c:28]([O:31][CH3:32])[cH:29][c:30]34)[cH:17][cH:18][cH:19]2)[n:8][o:9]1. The reactants are CCN(C(C)C)C(C)C, ClC(Cl)Cl, O=C(Cl)CCCCCl, CCn1ncc2c(NC3CCOCC3)c(-c3nc(CN)no3)cnc21. Product: CCn1ncc2c(NC3CCOCC3)c(-c3nc(CNC(=O)CCCCCl)no3)cnc21. Reaction SMILES: [CH:34]([N:35]([CH:36]([CH3:37])[CH3:38])[CH2:39][CH3:40])([CH3:41])[CH3:42].[CH:43]([Cl:44])([Cl:45])[Cl:46].[Cl:1][CH2:2][CH2:3][CH2:4][CH2:5][C:6](=[O:7])[Cl:8].[NH2:9][CH2:10][c:11]1[n:12][o:13][c:14](-[c:16]2[c:17]([NH:27][CH:28]3[CH2:29][CH2:30][O:31][CH2:32][CH2:33]3)[c:18]3[c:19]([n:20][cH:21]2)[n:22]([CH2:25][CH3:26])[n:23][cH:24]3)[n:15]1>>[Cl:1][CH2:2][CH2:3][CH2:4][CH2:5][C:6](=[O:7])[NH:9][CH2:10][c:11]1[n:12][o:13][c:14](-[c:16]2[c:17]([NH:27][CH:28]3[CH2:29][CH2:30][O:31][CH2:32][CH2:33]3)[c:18]3[c:19]([n:20][cH:21]2)[n:22]([CH2:25][CH3:26])[n:23][cH:24]3)[n:15]1. Reactants: CNC(=O)CNC(=O)c1ccc(C)c(-n2cnc(OCc3ccc(F)cc3F)c(Br)c2=O)c1, CN1CCOCC1, NCC(O)CO. The product is Cc1ccc(C(=O)NCC(O)CO)cc1-n1cnc(OCc2ccc(F)cc2F)c(Br)c1=O. Reaction SMILES: [Br:1][c:2]1[c:3]([O:24][CH2:25][c:26]2[c:27]([F:33])[cH:28][c:29]([F:32])[cH:30][cH:31]2)[n:4][cH:5][n:6](-[c:9]2[cH:10][c:11]([C:12](=[O:13])[NH:14][CH2:15][C:16](=[O:17])[NH:18][CH3:19])[cH:20][cH:21][c:22]2[CH3:23])[c:7]1=[O:8].[CH3:40][N:41]1[CH2:42][CH2:43][O:44][CH2:45][CH2:46]1.[NH2:34][CH2:35][CH:36]([CH2:37][OH:38])[OH:39]>>[Br:1][c:2]1[c:3]([O:24][CH2:25][c:26]2[c:27]([F:33])[cH:28][c:29]([F:32])[cH:30][cH:31]2)[n:4][cH:5][n:6](-[c:9]2[cH:10][c:11]([C:12](=[O:13])[NH:14][CH2:15][CH:16]([OH:17])[CH2:37][OH:38])[cH:20][cH:21][c:22]2[CH3:23])[c:7]1=[O:8].